From a dataset of the Open Reaction Database (ORD), a public repository of structured organic reaction records. describe an organic reaction: reactants, conditions, products, and yield Reactants: C(C1=CC=CC=C1)OC1=C(C=C2C(=CC=NC2=C1)Cl)OC (7-(benzyloxy)-4-chloro-6-methoxyquinoline), CS(=O)(=O)O (methansulfonic acid). The solvent is C(=O)(C(F)(F)F)O (TFA). Run at time 1 hour. Yields the product ClC1=CC=NC2=CC(=C(C=C12)OC)O (4-chloro-6-methoxyquinolin-7-ol). Reaction SMILES: C([O:8][C:9]1[CH:18]=[C:17]2[C:12]([C:13]([Cl:19])=[CH:14][CH:15]=[N:16]2)=[CH:11][C:10]=1[O:20][CH3:21])C1C=CC=CC=1.CS(O)(=O)=O>C(O)(C(F)(F)F)=O>[Cl:19][C:13]1[C:12]2[C:17](=[CH:18][C:9]([OH:8])=[C:10]([O:20][CH3:21])[CH:11]=2)[N:16]=[CH:15][CH:14]=1. Procedure: To a solution of 7-(benzyloxy)-4-chloro-6-methoxyquinoline (WO98/13350A1)(2.0 g, 6.67 mmol) in TFA (13 mL), was added methansulfonic acid (0.95 mL, 13.3 mmol). The mixture was heated to reflux for 3 h. After cooling to RT, the mixture was concentrated in vacuo. The resulting residue was diluted with ice/H2O and neutralized with cold 1N NaOH to a pH of 7. The resulting precipitate was stirred for 1 h at RT, filtered, and dried under high vacuum to give the title compound as a light yellow solid. ... Reactants: nitride, FC(S(=O)(=O)Cl)(F)F (trifluoromethanesulfonyl chloride), [Li+].[Li+].[Li+].[NH2-] (lithium nitride), CN(C)C=O (DMF). Run in mixture, COCCOC (DME). Yields the product [N-](S(=O)(=O)C(F)(F)F)S(=O)(=O)C(F)(F)F.[Li+] (lithium bis(trifluoromethanesulfonyl)imide). Reaction SMILES: [F:1][C:2]([F:8])([F:7])[S:3](Cl)(=[O:5])=[O:4].[Li+:9].[Li+].[Li+].[NH2-:12].CN(C=O)C>COCCOC>[N-:12]([S:3]([C:2]([F:8])([F:7])[F:1])(=[O:5])=[O:4])[S:3]([C:2]([F:8])([F:7])[F:1])(=[O:5])=[O:4].[Li+:9] |f:1.2.3.4,7.8|. Procedure details: 22 ml of trifluoromethanesulfonyl chloride were added to a suspension of 3.5 g of lithium nitride in 100 ml of a mixture of DMF and DME (50/50). The nitride dissolved in a few minutes with stirring at ambient temperature. The reaction took place according to the following reaction scheme: